From a dataset of the Open Reaction Database (ORD), a public repository of structured organic reaction records. describe an organic reaction: reactants, conditions, products, and yield Reactants: C(C1=CC=CC=C1)N([C@H](C1=CC=CC=C1)C)[C@H]([C@@H](C(=O)OC(C)(C)C)O)CCCC (tert-butyl 3(S)-[N-benzyl-N-(α(S)-methylbenzyl)amino]-2(S)-hydroxyheptanoate). Reagents/catalysts: [Pd] (palladium-on-charcoal). Solvent: C(C)(=O)O (acetic acid). The product is N[C@H]([C@@H](C(=O)OC(C)(C)C)O)CCCC (tert-butyl 3(S)-amino-2(S)-hydroxyheptanoate). Isolated yield 98.5%. RXN SMILES: C([N:8]([C@@H:17]([CH2:27][CH2:28][CH2:29][CH3:30])[C@H:18]([OH:26])[C:19]([O:21][C:22]([CH3:25])([CH3:24])[CH3:23])=[O:20])[C@@H](C)C1C=CC=CC=1)C1C=CC=CC=1>C(O)(=O)C.[Pd]>[NH2:8][C@@H:17]([CH2:27][CH2:28][CH2:29][CH3:30])[C@H:18]([OH:26])[C:19]([O:21][C:22]([CH3:23])([CH3:24])[CH3:25])=[O:20]. Procedure details: A solution of 0.5 g of tert-butyl 3(S)-[N-benzyl-N-(α(S)-methylbenzyl)amino]-2(S)-hydroxyheptanoate in acetic acid containing 0.2 g of palladium-on-charcoal was hydrogenolyzed overnight at 0.5 MPa. The catalyst was removed by filtration and the acetic acid was evaporated. The crude product was dissolved in dichloromethane and washed with saturated sodium bicarbonate solution. The aqueous phase was extracted with dichloromethane and the combined organic layers were washed with saturated sodium bi...